Dataset: the Open Reaction Database (ORD), a public repository of structured organic reaction records. Task: describe an organic reaction: reactants, conditions, products, and yield Starting materials: ClC=1C=C2C(=NC1)N(C(N2)=O)[C@H]2CN(CC2)C(=O)OC(C)(C)C ((R)-tert-butyl 3-(6-chloro-2-oxo-1H-imidazo[4,5-b]pyridin-3(2H)-yl)pyrrolidine-1-carboxylate), [H-].[Na+] (NaH), oil, CI (MeI). Conditions: time 5 minute. Procedure details: To a stirred solution of (R)-tert-butyl 3-(6-chloro-2-oxo-1H-imidazo[4,5-b]pyridin-3(2H)-yl)pyrrolidine-1-carboxylate (110 mg, 0.33 mmol) in dry THF (5 mL) was added 60% NaH in oil (20 mg, 0.5 mmol). The mixture was stirred at rt for 5 min and MeI (0.02 mL, 0.33 mmol) was added. The mixture was stirred overnight, diluted with EtOAc (100 mL), washed with brine (2×10 mL) and dried over Na2SO4. Removal of the solvent left an oil (118 mg) which was applied to a 2-g silica SPE cartridge. The cartridg... Product: ClC=1C=C2C(=NC1)N(C(N2C)=O)[C@H]2CN(CC2)C(=O)OC(C)(C)C ((R)-tert-butyl 3-(6-chloro-1-methyl-2-oxo-1H-imidazo[4,5-b]pyridin-3(2H)-yl)pyrrolidine-1-carboxylate). Isolated yield 93.6%. Run in C1CCOC1 (THF), CCOC(=O)C (EtOAc). RXN SMILES: [Cl:1][C:2]1[CH:3]=[C:4]2[NH:10][C:9](=[O:11])[N:8]([C@@H:12]3[CH2:16][CH2:15][N:14]([C:17]([O:19][C:20]([CH3:23])([CH3:22])[CH3:21])=[O:18])[CH2:13]3)[C:5]2=[N:6][CH:7]=1.[H-].[Na+].[CH3:26]I>C1COCC1.CCOC(C)=O>[Cl:1][C:2]1[CH:3]=[C:4]2[N:10]([CH3:26])[C:9](=[O:11])[N:8]([C@@H:12]3[CH2:16][CH2:15][N:14]([C:17]([O:19][C:20]([CH3:23])([CH3:22])[CH3:21])=[O:18])[CH2:13]3)[C:5]2=[N:6][CH:7]=1 |f:1.2|. Starting materials: O=C[C@H](O)[C@@H](O)[C@H](O)[C@H](O)CO (glucose), CuSO4.5H2O, MgSO4.7H2O, ZnSO4.5H2O, CC[C@]1(C[C@@H](C2=C(C=C3C(=C2O)C(=O)C4=C(C=CC=C4O)C3=O)[C@H]1C(=O)OC)O[C@H]5C[C@@H]([C@@H]([C@@H](O5)C)O[C@H]6C[C@@H]([C@@H]([C@@H](O6)C)O[C@H]7CCC(=O)[C@@H](O7)C)O)N(C)C)O (aclacinomycin A), MnSO4.4H2O, starch, OP(=O)(O)[O-].[K+] (KH2PO4), FeSO4.7H2O. Reaction conditions: time 3 day. Product: CC[C@]1(C[C@@H](C2=C([C@H]1C(=O)OC)C=C3C(=C2O)C(=O)C4=C(C3=O)C=CC=C4O)O[C@H]5C[C@@H]([C@@H]([C@@H](O5)C)O)N(C)C)O (aclacinomycin). As a reaction SMILES: O=C[C@@H]([C@H]([C@@H]([C@@H](CO)O)O)O)O.OP([O-])(O)=O.[K+].[CH3:19][CH2:20][C@:21]1([OH:76])[C@H:42]([C:43]([O:45][CH3:46])=[O:44])[C:25]2[CH:26]=[C:27]3[C:40](=[O:41])[C:34]4[CH:35]=[CH:36][CH:37]=[C:38]([OH:39])[C:33]=4[C:31](=[O:32])[C:28]3=[C:29]([OH:30])[C:24]=2[C@@H:23]([O:47][C@@H:48]2[O:53][C@@H:52]([CH3:54])[C@@H:51]([O:55][C@@H]3O[C@@H](C)[C@@H](O[C@@H]4O[C@@H](C)C(=O)CC4)[C@@H](O)C3)[C@@H:50]([N:73]([CH3:75])[CH3:74])[CH2:49]2)[CH2:22]1>>[CH3:19][CH2:20][C@:21]1([OH:76])[C@H:42]([C:43]([O:45][CH3:46])=[O:44])[C:25]2[CH:26]=[C:27]3[C:40](=[O:41])[C:34]4[CH:35]=[CH:36][CH:37]=[C:38]([OH:39])[C:33]=4[C:31](=[O:32])[C:28]3=[C:29]([OH:30])[C:24]=2[C@@H:23]([O:47][C@@H:48]2[O:53][C@@H:52]([CH3:54])[C@@H:51]([OH:55])[C@@H:50]([N:73]([CH3:75])[CH3:74])[CH2:49]2)[CH2:22]1 |f:1.2|. Reported procedure: When the fermentation was carried out at 28° C. with shaking using one of the suitable media at pH 6.9, i.e. 2% glucose, 2% potato starch, 2.5% "Meat", 0.1% KH2PO4, 0.1% MgSO4.7H2O, 0.0007% CuSO4.5H2O, 0.0001% FeSO4.7H2O, 0.0008% MnSO4.4H2O and 0.0002% ZnSO4.5H2O, the pH of the medium dropped to 5.25 to 5.10 in 20 hours and the growth of mycelium increased at 10 hours after inoculation. Thereafter, pH rose to 7.0 to 7.5 on 3 days and aclacinomycin A and B reached a maximum, i.e. 46 mcg./ml. of A... Isolated yield 71.6%. Procedure details: 1.25 g of the product obtained in Example 26 is dissolved in 50 ml of methanol. 300 mg of sodium borohydride is added thereto over 30 minutes at room temperature, and the mixture is stirred for one hour at the same temperature. Then, the same post-treatment as in Example 11 is conducted to obtain a crude product. Recrystallization thereof from ethanol yields 0.9 g of 1-[2-hydroxy-2-(3,4-methylenedioxyphenyl)-1-ethyl]-4-(3-ethyl-2-keto-1-benzimidazolinyl)-piperidine. Reactants: O=C(CN1CCC(CC1)N1C(N(C2=C1C=CC=C2)CC)=O)C2=CC1=C(C=C2)OCO1 (1-[2-oxo-2-(3,4-methylenedioxyphenyl)- 1-ethyl]-4-(3-ethyl-2-keto-1-benzimidazolinyl)-piperdine), [BH4-].[Na+] (sodium borohydride). The product is OC(CN1CCC(CC1)N1C(N(C2=C1C=CC=C2)CC)=O)C2=CC1=C(C=C2)OCO1 (1-[2-hydroxy-2-(3,4-methylenedioxyphenyl)-1-ethyl]-4-(3-ethyl-2-keto-1-benzimidazolinyl)-piperidine). Solvent: CO (methanol). RXN SMILES: [O:1]=[C:2]([C:22]1[CH:27]=[CH:26][C:25]2[O:28][CH2:29][O:30][C:24]=2[CH:23]=1)[CH2:3][N:4]1[CH2:9][CH2:8][CH:7]([N:10]2[C:14]3[CH:15]=[CH:16][CH:17]=[CH:18][C:13]=3[N:12]([CH2:19][CH3:20])[C:11]2=[O:21])[CH2:6][CH2:5]1.[BH4-].[Na+]>CO>[OH:1][CH:2]([C:22]1[CH:27]=[CH:26][C:25]2[O:28][CH2:29][O:30][C:24]=2[CH:23]=1)[CH2:3][N:4]1[CH2:9][CH2:8][CH:7]([N:10]2[C:14]3[CH:15]=[CH:16][CH:17]=[CH:18][C:13]=3[N:12]([CH2:19][CH3:20])[C:11]2=[O:21])[CH2:6][CH2:5]1 |f:1.2|. Reaction conditions: time 30 minute. Reactants: BrC1=CC=C2CC(C(C2=C1)=O)(C)C (6-bromo-2,2-dimethyl-indan-1-one), C(C)[SiH](CC)CC (triethylsilane). Solvent: FC(C(=O)O)(F)F (trifluoroacetic acid). Reaction conditions: time 8 hour. The product is BrC=1C=C2CC(CC2=CC1)(C)C (5-bromo-2,2-dimethyl-indan). The yield is 205.2%. Reaction SMILES: [Br:1][C:2]1[CH:10]=[C:9]2[C:5]([CH2:6][C:7]([CH3:13])([CH3:12])[C:8]2=O)=[CH:4][CH:3]=1.C([SiH](CC)CC)C>FC(F)(F)C(O)=O>[Br:1][C:2]1[CH:10]=[C:9]2[C:5](=[CH:4][CH:3]=1)[CH2:6][C:7]([CH3:13])([CH3:12])[CH2:8]2. Procedure: 6-Bromo-2,2-dimethyl-indan-1-one 45a (7.23 g, 30.3 mmol) was dissolved in 150 mL of trifluoroacetic acid followed by addition of triethylsilane (12.1 mL, 75.6 mmol). The reaction mixture was stirred overnight at room temperature. The reaction was monitored by TLC until the disappearance of the starting materials and then quenched by addition of water. The mixture was concentrated under reduced pressure to remove trifluoroacetic acid. The mixture was adjusted to be basic with saturated aqueous so... Starting materials: BrCC(=O)C=1C(N(C2=NC(=C(C=C2C1NC(C)=O)C1=CC=C(C=C1)Cl)C1=C(C=C(C=C1)Cl)Cl)C)=O (N-[3-(bromoacetyl)-6-(4-chlorophenyl)-7-(2,4-dichlorophenyl)-1-methyl-2-oxo-1,2-dihydro-1,8-naphthyridin-4-yl]acetamide), CC(=O)[O-].[Na+] (NaOAc). Run in CN(C)C=O (DMF), O (water), CCOC(=O)C (EtOAc). Conditions: time 8 hour. Yields the product C(C)(=O)N1C=C(C=2C(N(C=3N=C(C(=CC3C21)C2=CC=C(C=C2)Cl)C2=C(C=C(C=C2)Cl)Cl)C)=O)O (1-acetyl-8-(4-chlorophenyl)-7-(2,4-dichlorophenyl)-3-hydroxy-5-methyl-1,5-dihydro-4H-pyrrolo[3,2-c]-1,8-naphthyridin-4-one). Reaction SMILES: Br[CH2:2][C:3]([C:5]1[C:6](=[O:35])[N:7]([CH3:34])[C:8]2[C:13]([C:14]=1[NH:15][C:16](=[O:18])[CH3:17])=[CH:12][C:11]([C:19]1[CH:24]=[CH:23][C:22]([Cl:25])=[CH:21][CH:20]=1)=[C:10]([C:26]1[CH:31]=[CH:30][C:29]([Cl:32])=[CH:28][C:27]=1[Cl:33])[N:9]=2)=[O:4].CC([O-])=O.[Na+]>CN(C=O)C.O.CCOC(C)=O>[C:16]([N:15]1[C:14]2[C:13]3[CH:12]=[C:11]([C:19]4[CH:24]=[CH:23][C:22]([Cl:25])=[CH:21][CH:20]=4)[C:10]([C:26]4[CH:31]=[CH:30][C:29]([Cl:32])=[CH:28][C:27]=4[Cl:33])=[N:9][C:8]=3[N:7]([CH3:34])[C:6](=[O:35])[C:5]=2[C:3]([OH:4])=[CH:2]1)(=[O:18])[CH3:17] |f:1.2|. Procedure: To the product of Step A (25 mg) was added NaOAc (60 mg) in DMF (2.5 mL) and water (0.3 mL) at room temperature. The reaction stirred overnight and was diluted with EtOAc, washed with saturated aqueous NaHCO3 and brine. The concentrated residue was purified by flash chromatography on silica gel with a gradient elution of 0-100% EtOAc in hexane affording the title compound. HPLC/MS: 512.0 (M+1), 514.0 (M+3); Rt=4.18 min. The reactants are C1CCOC1, COc1ccc(C2CCCCC2C(N)=O)c(OC)c1OC, CCOC(C)=O, ClC(Cl)(Cl)Cl, c1ccc(P(c2ccccc2)c2ccccc2)cc1. The product is COc1ccc(C2CCCCC2C#N)c(OC)c1OC. As a reaction SMILES: [CH2:41]1[O:42][CH2:43][CH2:44][CH2:45]1.[CH3:1][O:2][c:3]1[c:4]([CH:13]2[CH:14]([C:19](=[O:20])[NH2:21])[CH2:15][CH2:16][CH2:17][CH2:18]2)[cH:5][cH:6][c:7]([O:11][CH3:12])[c:8]1[O:9][CH3:10].[CH3:51][CH2:52][O:53][C:54](=[O:55])[CH3:56].[Cl:46][C:47]([Cl:48])([Cl:49])[Cl:50].[c:22]1([P:23]([c:24]2[cH:25][cH:26][cH:27][cH:28][cH:29]2)[c:30]2[cH:31][cH:32][cH:33][cH:34][cH:35]2)[cH:36][cH:37][cH:38][cH:39][cH:40]1>>[CH3:1][O:2][c:3]1[c:4]([CH:13]2[CH:14]([C:19]#[N:21])[CH2:15][CH2:16][CH2:17][CH2:18]2)[cH:5][cH:6][c:7]([O:11][CH3:12])[c:8]1[O:9][CH3:10]. Starting materials: C1(CC1)COC1=CC(=NC=N1)N (6-(cyclopropylmethoxy)pyrimidin-4-amine), C1(CCC1)O (cyclobutanol), alcohol. Product: C1(CCC1)OC1=CC(=NC=N1)N (6-cyclobutoxypyrimidin-4-amine). Isolated yield 91.0%. RXN SMILES: [CH:1]1([CH2:4][O:5][C:6]2[N:11]=[CH:10][N:9]=[C:8]([NH2:12])[CH:7]=2)[CH2:3][CH2:2]1.C1(O)CCC1>>[CH:4]1([O:5][C:6]2[N:11]=[CH:10][N:9]=[C:8]([NH2:12])[CH:7]=2)[CH2:2][CH2:3][CH2:1]1. Procedure details: This was prepared in a manner analogous to 6-(cyclopropylmethoxy)pyrimidin-4-amine, where cyclobutanol was used as the alcohol. 6-cyclobutoxypyrimidin-4-amine (0.231 g, 1.398 mmol, 91% yield) was obtained as a white solid. m/z (ESI) 166.2 (M+H)+. Starting materials: BrC=1SC=C(N1)COC1=CC(N(C=C1)C=1C=CC2=C(N(C(=N2)C2CC2)C)C1)=O (4-((2-bromo-1,3-thiazol-4-yl)methoxy)-1-(2-cyclopropyl-1-methyl-1H-benzimidazol-6-yl)pyridin-2(1H)-one), C1(CC1)B(O)O (cyclopropylboronic acid), C([O-])([O-])=O.[K+].[K+] (potassium carbonate), COCCOC (DME). The reagents and catalysts are C=1C=CC(=CC1)[P](C=2C=CC=CC2)(C=3C=CC=CC3)[Pd]([P](C=4C=CC=CC4)(C=5C=CC=CC5)C=6C=CC=CC6)([P](C=7C=CC=CC7)(C=8C=CC=CC8)C=9C=CC=CC9)[P](C=1C=CC=CC1)(C=1C=CC=CC1)C=1C=CC=CC1 (tetrakis(triphenylphosphine)palladium). The solvent is O (water), O (water). Run at temperature 150 celsius. Product: C1(CC1)C1=NC2=C(N1C)C=C(C=C2)N2C(C=C(C=C2)OCC=2N=C(SC2)C2CC2)=O (1-(2-Cyclopropyl-1-methyl-1H-benzimidazol-6-yl)-4-((2-cyclopropyl-1,3-thiazol-4-yl)methoxy)pyridin-2(1H)-one). The yield is 24.7%. Reaction SMILES: Br[C:2]1[S:3][CH:4]=[C:5]([CH2:7][O:8][C:9]2[CH:14]=[CH:13][N:12]([C:15]3[CH:16]=[CH:17][C:18]4[N:22]=[C:21]([CH:23]5[CH2:25][CH2:24]5)[N:20]([CH3:26])[C:19]=4[CH:27]=3)[C:11](=[O:28])[CH:10]=2)[N:6]=1.[CH:29]1(B(O)O)[CH2:31][CH2:30]1.C(=O)([O-])[O-].[K+].[K+].COCCOC>C1C=CC([P]([Pd]([P](C2C=CC=CC=2)(C2C=CC=CC=2)C2C=CC=CC=2)([P](C2C=CC=CC=2)(C2C=CC=CC=2)C2C=CC=CC=2)[P](C2C=CC=CC=2)(C2C=CC=CC=2)C2C=CC=CC=2)(C2C=CC=CC=2)C2C=CC=CC=2)=CC=1.O>[CH:23]1([C:21]2[N:20]([CH3:26])[C:19]3[CH:27]=[C:15]([N:12]4[CH:13]=[CH:14][C:9]([O:8][CH2:7][C:5]5[N:6]=[C:2]([CH:29]6[CH2:31][CH2:30]6)[S:3][CH:4]=5)=[CH:10][C:11]4=[O:28])[CH:16]=[CH:17][C:18]=3[N:22]=2)[CH2:25][CH2:24]1 |f:2.3.4,^1:50,52,71,90|. Reported procedure: A mixture of 4-((2-bromo-1,3-thiazol-4-yl)methoxy)-1-(2-cyclopropyl-1-methyl-1H-benzimidazol-6-yl)pyridin-2(1H)-one (54 mg), cyclopropylboronic acid (30.4 mg), tetrakis(triphenylphosphine)palladium (6.8 mg), potassium carbonate (65.3 mg), DME (1.5 ml) and water (0.5 ml) was heated at 150° C. for 20 min under microwave irradiation. The reaction mixture was then cooled to room temperature, poured into water and extracted with EtOAc. The extract was washed with brine, dried over MgSO4, concentrated... Starting materials: CC(=O)O, CCOCC, CCO, O=[N+]([O-])c1ncccc1OCc1c(Cl)ccc(F)c1Cl, [Fe], [Na+], [Na+], O=C([O-])[O-], O. Yields the product Nc1ncccc1OCc1c(Cl)ccc(F)c1Cl. RXN SMILES: [C:1]([OH:2])(=[O:3])[CH3:4].[CH3:36][CH2:37][O:38][CH2:39][CH3:40].[CH3:5][CH2:6][OH:7].[Cl:8][c:9]1[c:10]([CH2:11][O:12][c:13]2[c:14]([N+:19]([O-:20])=[O:21])[n:15][cH:16][cH:17][cH:18]2)[c:22]([Cl:27])[cH:23][cH:24][c:25]1[F:26].[Fe:34].[Na+:28].[Na+:29].[O-:30][C:31](=[O:32])[O-:33].[OH2:35]>>[Cl:8][c:9]1[c:10]([CH2:11][O:12][c:13]2[c:14]([NH2:19])[n:15][cH:16][cH:17][cH:18]2)[c:22]([Cl:27])[cH:23][cH:24][c:25]1[F:26].